describe an organic reaction: reactants, conditions, products, and yield From a dataset of the Open Reaction Database (ORD), a public repository of structured organic reaction records. Starting materials: IC1=CNC2=NC=C(C=C21)C#N (3-Iodo-1H-pyrrolo[2,3-b]pyridine-5-carbonitrile), C1(=CC=CC=C1)S(=O)(=O)Cl (PhSO2Cl), [OH-].[Na+] (NaOH). The reagents and catalysts are [N+](CCCC)(CCCC)(CCCC)CCCC.[O-]S(=O)(=O)O (n-Bu4NHSO4). Solvent: C(Cl)Cl (CH2Cl2). Reaction conditions: time 40 minute. Yields the product C1(=CC=CC=C1)S(=O)(=O)N1C=C(C=2C1=NC=C(C2)C#N)I (1-Benzenesulfonyl-3-iodo-1H-pyrrolo[2,3-b]pyridine-5-carbonitrile). Yield: 75.2%. As a reaction SMILES: [I:1][C:2]1[C:10]2[C:5](=[N:6][CH:7]=[C:8]([C:11]#[N:12])[CH:9]=2)[NH:4][CH:3]=1.[C:13]1([S:19](Cl)(=[O:21])=[O:20])[CH:18]=[CH:17][CH:16]=[CH:15][CH:14]=1.[OH-].[Na+]>[N+](CCCC)(CCCC)(CCCC)CCCC.[O-]S(O)(=O)=O.C(Cl)Cl>[C:13]1([S:19]([N:4]2[C:5]3=[N:6][CH:7]=[C:8]([C:11]#[N:12])[CH:9]=[C:10]3[C:2]([I:1])=[CH:3]2)(=[O:21])=[O:20])[CH:18]=[CH:17][CH:16]=[CH:15][CH:14]=1 |f:2.3,4.5|. Procedure: A mixture of iodide 36 (3.50 g, 13.0 mmol), PhSO2Cl (2.49 mL, 19.5 mmol), n-Bu4NHSO4 (0.57 g, 1.69 mmol) in CH2Cl2 (77 mL) was treated with 50% aq. NaOH (2.46 mL) then stirred for 40 min. It was then poured onto water (250 mL), the aqueous phase extracted with more CH2Cl2 (3×60 mL) and the combined organic extracts dried (MgSO4) and concentrated. Methanol was added to the resulting solid and the mixture stirred for 0.5 h. The solid was filtered off and washed with more methanol (2×) to afford io... The reactants are ClC1=NC2=CC=C(C=C2C(=C1)N)OC (2-chloro-6-methoxyquinolin-4-amine), C1=CC=NC=C1.F (HF-pyridine), N(=O)[O-].[Na+] (NaNO2). Run at temperature 30 celsius, time 1 hour. Yields the product ClC1=NC2=CC=C(C=C2C(=C1)F)OC (2-chloro-4-fluoro-6-methoxyquinoline). The yield is 40.0%. As a reaction SMILES: [Cl:1][C:2]1[CH:11]=[C:10](N)[C:9]2[C:4](=[CH:5][CH:6]=[C:7]([O:13][CH3:14])[CH:8]=2)[N:3]=1.N([O-])=O.[Na+].C1C=CN=CC=1.[FH:25]>>[Cl:1][C:2]1[CH:11]=[C:10]([F:25])[C:9]2[C:4](=[CH:5][CH:6]=[C:7]([O:13][CH3:14])[CH:8]=2)[N:3]=1 |f:1.2,3.4|. Procedure details: A solution of 2-chloro-6-methoxyquinolin-4-amine (4.50 g, 21.6 mmol) in HF-pyridine (45 mL) was cooled to −10-0° C. Then NaNO2(1.80 g, 26.1 mmol) was added portionwise and the mixture was stirred at 0° C. for 1 hour and at 30° C. for 1 hour. Then the mixture was heated to 65° C. for 1.5 hours. The mixture was quenched with ice-water (100 mL); the aqueous layer was neutralized with 2 M NaOH to pH 7. The mixture was filtered off and the filtrate was extracted with EtOAc (50 mL×3), the organic laye... Starting materials: CC[O-], CCO, [Cl-], O=C(c1ccccc1)C(F)(F)F, [Na+], Fc1ccc(C[P+](c2ccccc2)(c2ccccc2)c2ccccc2)cc1. Yields the product Fc1ccc(C=C(c2ccccc2)C(F)(F)F)cc1. RXN SMILES: [CH3:42][CH2:43][O-:44].[CH3:45][CH2:46][OH:47].[Cl-:13].[F:1][C:2]([C:3](=[O:4])[c:5]1[cH:6][cH:7][cH:8][cH:9][cH:10]1)([F:11])[F:12].[Na+:41].[c:14]1([P+:15]([c:16]2[cH:17][cH:18][cH:19][cH:20][cH:29]2)([CH2:21][c:22]2[cH:23][cH:24][c:25]([F:28])[cH:26][cH:27]2)[c:30]2[cH:31][cH:32][cH:33][cH:34][cH:35]2)[cH:36][cH:37][cH:38][cH:39][cH:40]1>>[F:1][C:2]([C:3]([c:5]1[cH:6][cH:7][cH:8][cH:9][cH:10]1)=[CH:21][c:22]1[cH:23][cH:24][c:25]([F:28])[cH:26][cH:27]1)([F:11])[F:12].